Dataset: the Open Reaction Database (ORD), a public repository of structured organic reaction records. Task: describe an organic reaction: reactants, conditions, products, and yield Starting materials: Br, CCc1cccc(N)c1, [Cu]Br, O=N[O-], [Na+], O=S(=O)(O)O. Product: CCc1cccc(Br)c1. As a reaction SMILES: [BrH:19].[CH2:6]([CH3:7])[c:8]1[cH:9][c:10]([NH2:11])[cH:12][cH:13][cH:14]1.[Cu:20][Br:21].[N:15]([O-:16])=[O:17].[Na+:18].[S:1](=[O:2])(=[O:3])([OH:4])[OH:5]>>[CH2:6]([CH3:7])[c:8]1[cH:9][c:10]([Br:19])[cH:12][cH:13][cH:14]1.